From a dataset of the Open Reaction Database (ORD), a public repository of structured organic reaction records. describe an organic reaction: reactants, conditions, products, and yield Reactants: CC#N, O=C(O)C1CC1, CCN(C(C)C)C(C)C, [Cl-], Cl, Cc1nc2cccc(CN)c2c(=O)n1C1CCC(=O)NC1=O. Yields the product Cc1nc2cccc(CNC(=O)C3CC3)c2c(=O)n1C1CCC(=O)NC1=O. Reaction SMILES: [CH3:40][C:41]#[N:42].[CH:25]1([C:28](=[O:29])[OH:30])[CH2:26][CH2:27]1.[CH:31]([N:32]([CH2:33][CH3:34])[CH:35]([CH3:36])[CH3:37])([CH3:38])[CH3:39].[Cl-:24].[ClH:1].[NH2:2][CH2:3][c:4]1[c:5]2[c:6](=[O:23])[n:7]([CH:15]3[C:16](=[O:22])[NH:17][C:18](=[O:21])[CH2:19][CH2:20]3)[c:8]([CH3:14])[n:9][c:10]2[cH:11][cH:12][cH:13]1>>[NH:2]([CH2:3][c:4]1[c:5]2[c:6](=[O:23])[n:7]([CH:15]3[C:16](=[O:22])[NH:17][C:18](=[O:21])[CH2:19][CH2:20]3)[c:8]([CH3:14])[n:9][c:10]2[cH:11][cH:12][cH:13]1)[C:28]([CH:25]1[CH2:26][CH2:27]1)=[O:29].